This data is from the Open Reaction Database (ORD), a public repository of structured organic reaction records. The task is: describe an organic reaction: reactants, conditions, products, and yield The reactants are C1(CCCCCCC1)=NO (cyclooctanone oxime), C1CCCCCCC1 (Cyclooctane), N(=O)OC(C)(C)C (t-butyl nitrite), ON1C(C=2C(C1=O)=CC=CC2)=O (N-hydroxyphthalimide), [N+](=O)([O-])C1CCCCCCC1 (nitrocyclooctane). Solvent: C(C)(=O)O (acetic acid). Conditions: temperature 80 celsius, time 20 hour. Product: C1(CCCCCCC1)=O (cyclooctanone). Reaction SMILES: C1CCCCCCC1.N(OC(C)(C)C)=O.ON1[C:21](=O)[C:20]2=[CH:23][CH:24]=[CH:25][CH:26]=[C:19]2[C:18]1=[O:27].C1(=NO)CCCCCCC1.[N+](C1CCCCCCC1)([O-])=O>C(O)(=O)C>[C:18]1(=[O:27])[CH2:19][CH2:26][CH2:25][CH2:24][CH2:23][CH2:20][CH2:21]1. Reported procedure: Cyclooctane (1 ml), t-butyl nitrite (1 mmol), N-hydroxyphthalimide (0.2 mmol), and acetic acid (1 ml) were placed in a flask and were stirred at 80° C. in an atmosphere of argon gas (1 atm=0.101 MPa) for 20 hours. The resulting reaction mixture was analyzed to find that cyclooctanone oxime, nitrocyclooctane, and cyclooctanone were formed in yields of 55%, 5%, and 4%, respectively. The reactants are [Si](C)(C)(C(C)(C)C)OCC=1C(=NC=CC1)C=1C=C(C=CC1)[N+](=O)[O-] (3-(3-tert-butyldimethylsilyloxymethylpyridin-2-yl)nitrobenzene). Reagents/catalysts: [Pd] (palladium on carbon). Run in C(C)O (ethanol). Yields the product [Si](C)(C)(C(C)(C)C)OCC=1C(=NC=CC1)C=1C=C(N)C=CC1 (3-(3-tert-butyldimethylsilyloxymethylpyridin-2-yl)aniline). The yield is 99.9%. RXN SMILES: [Si:1]([O:8][CH2:9][C:10]1[C:11]([C:16]2[CH:17]=[C:18]([N+:22]([O-])=O)[CH:19]=[CH:20][CH:21]=2)=[N:12][CH:13]=[CH:14][CH:15]=1)([C:4]([CH3:7])([CH3:6])[CH3:5])([CH3:3])[CH3:2]>C(O)C.[Pd]>[Si:1]([O:8][CH2:9][C:10]1[C:11]([C:16]2[CH:17]=[C:18]([CH:19]=[CH:20][CH:21]=2)[NH2:22])=[N:12][CH:13]=[CH:14][CH:15]=1)([C:4]([CH3:7])([CH3:6])[CH3:5])([CH3:3])[CH3:2]. Procedure: A suspension of 3-(3-tert-butyldimethylsilyloxymethylpyridin-2-yl)nitrobenzene (0.4 g) in ethanol (10 ml) was hydrogenated over palladium on carbon (10% w/w, 50% wet, 150 mg) under a hydrogen atmosphere for 2 hours. The catalyst was filtered off, and the filtrate was evaporated under reduced pressure to give 3-(3-tert-butyldimethylsilyloxymethylpyridin-2-yl)aniline (365 mg).